This data is from the Open Reaction Database (ORD), a public repository of structured organic reaction records. The task is: describe an organic reaction: reactants, conditions, products, and yield The reactants are CB(O)O (methylboronic acid), [F-].[Cs+] (cesium fluoride), BrC1=C(C(=CC2=C1NCCC[C@@H]2N(C=2N=NN(N2)C)CC2=CC(=CC(=C2)C(F)(F)F)Cl)C)C(F)(F)F ((S)-(9-bromo-7-methyl-8-trifluoromethyl-2,3,4,5-tetrahydro-1H-benzo[b]azepin-5-yl)-(3-chloro-5-trifluoromethyl-benzyl)-(2-methyl-2H-tetrazol-5-yl)-amine). The reagents and catalysts are [Cl-].[Cl-].C1(=CC=CC=C1)P(C1=CC=CC=C1)[C-]1C=CC=C1.[CH-]1C=CC=C1.[Fe+2].[Pd+2] (palladium diphenylphosphinoferrocene dichloride). Solvent: C(C)(=O)OCC (ethyl acetate), O1CCOCC1 (dioxane). Reaction conditions: time 15 minute. The product is ClC=1C=C(CN(C=2N=NN(N2)C)[C@@H]2C3=C(NCCC2)C(=C(C(=C3)C)C(F)(F)F)C)C=C(C1)C(F)(F)F ((S)-(3-chloro-5-trifluoromethyl-benzyl)-(7,9-dimethyl-8-trifluoromethyl-2,3,4,5-tetrahydro-1H-benzo[b]azepin-5-yl)-(2-methyl-2H-tetrazol-5-yl)-amine). Isolated yield 92.4%. Reaction SMILES: Br[C:2]1[C:7]2[NH:8][CH2:9][CH2:10][CH2:11][C@H:12]([N:13]([CH2:20][C:21]3[CH:26]=[C:25]([C:27]([F:30])([F:29])[F:28])[CH:24]=[C:23]([Cl:31])[CH:22]=3)[C:14]3[N:15]=[N:16][N:17]([CH3:19])[N:18]=3)[C:6]=2[CH:5]=[C:4]([CH3:32])[C:3]=1[C:33]([F:36])(F)[F:34].[CH3:37]B(O)O.[F-:41].[Cs+]>O1CCOCC1.C(OCC)(=O)C.[Cl-].[Cl-].C1(P([C-]2C=CC=C2)C2C=CC=CC=2)C=CC=CC=1.[CH-]1C=CC=C1.[Fe+2].[Pd+2]>[Cl:31][C:23]1[CH:22]=[C:21]([CH:26]=[C:25]([C:27]([F:28])([F:29])[F:30])[CH:24]=1)[CH2:20][N:13]([C@H:12]1[CH2:11][CH2:10][CH2:9][NH:8][C:7]2[C:2]([CH3:37])=[C:3]([C:33]([F:34])([F:36])[F:41])[C:4]([CH3:32])=[CH:5][C:6]1=2)[C:14]1[N:15]=[N:16][N:17]([CH3:19])[N:18]=1 |f:2.3,6.7.8.9.10.11|. Procedure details: Add a solution of (S)-(9-bromo-7-methyl-8-trifluoromethyl-2,3,4,5-tetrahydro-1H-benzo[b]azepin-5-yl)-(3-chloro-5-trifluoromethyl-benzyl)-(2-methyl-2H-tetrazol-5-yl)-amine (0.39 g, 0.65 mmol) in dioxane (5 mL) to a mixture of methylboronic acid (0.12 g, 1.96 mmol), palladium diphenylphosphinoferrocene dichloride (0.05 g, 0.06 mmol), and cesium fluoride (0.35 g, 2.32 mmol), then purge with nitrogen and stir for 15 min. at room temperature, then at 100° C. for 4 h. After completion, cool the reacti... Reactants: CCOC(C)(OCC)P(=O)(C=C(C)c1ccc(Cl)cc1)OCC, CCO, C[Si](C)(C)Cl, ClCCl. The product is CCO[PH](=O)C=C(C)c1ccc(Cl)cc1. As a reaction SMILES: [CH2:1]([O:2][C:3]([O:4][CH2:5][CH3:6])([CH3:7])[P:9]([O:10][CH2:11][CH3:12])(=[O:13])[CH:14]=[C:15]([CH3:16])[c:17]1[cH:18][cH:19][c:20]([Cl:23])[cH:21][cH:22]1)[CH3:8].[CH3:24][CH2:25][OH:26].[CH3:27][Si:28]([CH3:29])([CH3:30])[Cl:31].[Cl:32][CH2:33][Cl:34]>>[PH:9]([O:10][CH2:11][CH3:12])(=[O:13])[CH:14]=[C:15]([CH3:16])[c:17]1[cH:18][cH:19][c:20]([Cl:23])[cH:21][cH:22]1. Reactants: N(=O)[O-].[Na+] (NaNO2), [N+](=O)([O-])C1=CC=C(N)C=C1 (p-nitroaniline), C(C)(=O)[O-].[Na+] (sodium acetate), C(C=C)N(C)C=1C=C(C=CC1)O (3-(N-allyl-N-methylamino)phenol), ice water, C([O-])(O)=O.[Na+] (sodium bicarbonate), N(=O)[O-].[Na+] (sodium nitrite). Solvent: O (water), Cl (HCl), C(C)(=O)O (acetic acid), O (water). Reaction conditions: temperature 0 celsius, time 1 hour. Yields the product C(C=C)N(C1=CC(=C(C=C1)N=NC1=CC=C(C=C1)[N+](=O)[O-])O)C (N-allyl-N-methyl-4-(4'-nitrophenylazo)-3-hydroxyaniline). The yield is 101.8%. As a reaction SMILES: [N+:1]([C:4]1[CH:10]=[CH:9][C:7]([NH2:8])=[CH:6][CH:5]=1)([O-:3])=[O:2].[N:11]([O-])=O.[Na+].C([O-])(=O)C.[Na+].[CH2:20]([N:23]([C:25]1[CH:26]=[C:27]([OH:31])[CH:28]=[CH:29][CH:30]=1)[CH3:24])[CH:21]=[CH2:22].C(=O)(O)[O-].[Na+]>Cl.O.C(O)(=O)C>[CH2:20]([N:23]([CH3:24])[C:25]1[CH:30]=[CH:29][C:28]([N:11]=[N:8][C:7]2[CH:9]=[CH:10][C:4]([N+:1]([O-:3])=[O:2])=[CH:5][CH:6]=2)=[C:27]([OH:31])[CH:26]=1)[CH:21]=[CH2:22] |f:1.2,3.4,6.7|. Reported procedure: In a small beaker was suspended 3.0 g (21.7 mmol) of p-nitroaniline in 20 ml 5N HCl and 5 ml of distilled water. The suspension was cooled to 0° C. in an ice bath and 1.6 g of NaNO2 dissolved in 3 ml of distilled water was slowly added via a pipette over 15 minutes while the temperature of the suspension was kept under 4° C. When all the sodium nitrite had been added, the suspension was stirred for an additional 1 hour. In a separate beaker, was combined 10 g sodium acetate, 20 ml of acetic acid... Reactants: B, C1CCOC1, C1CCOC1, CCN1CCC(c2cc(-c3ccccc3Cl)c3c(c2)N(c2c(Cl)cccc2Cl)C(=O)NC3)CCC1=O. Product: CCN1CCCC(c2cc(-c3ccccc3Cl)c3c(c2)N(c2c(Cl)cccc2Cl)C(=O)NC3)CC1. RXN SMILES: [BH3:37].[CH2:38]1[O:39][CH2:40][CH2:41][CH2:42]1.[CH2:43]1[O:44][CH2:45][CH2:46][CH2:47]1.[Cl:1][c:2]1[c:3]([N:9]2[C:10](=[O:36])[NH:11][CH2:12][c:13]3[c:14](-[c:29]4[c:30]([Cl:35])[cH:31][cH:32][cH:33][cH:34]4)[cH:15][c:16]([CH:19]4[CH2:20][CH2:21][C:22](=[O:28])[N:23]([CH2:26][CH3:27])[CH2:24][CH2:25]4)[cH:17][c:18]32)[c:4]([Cl:8])[cH:5][cH:6][cH:7]1>>[Cl:1][c:2]1[c:3]([N:9]2[C:10](=[O:36])[NH:11][CH2:12][c:13]3[c:14](-[c:29]4[c:30]([Cl:35])[cH:31][cH:32][cH:33][cH:34]4)[cH:15][c:16]([CH:19]4[CH2:20][CH2:21][CH2:22][N:23]([CH2:26][CH3:27])[CH2:24][CH2:25]4)[cH:17][c:18]32)[c:4]([Cl:8])[cH:5][cH:6][cH:7]1. The reactants are [Li]CCCC (n-BuLi), B(F)(F)F (BF3), C[Si](C)(C)C#C (trimethylsilyl acetylene), [Cl-].[NH4+] (ammonium chloride), FCC(=O)OCC (ethyl fluoroacetate). The solvent is CCCCCC (n-hexane), O1CCCC1 (tetrahydrofuran). Reaction conditions: time 40 minute. Yields the product FCC(C#C[Si](C)(C)C)=O (1-Fluoro-4-trimethylsilanyl-3-butyn-2-one). The yield is 85.2%. Reaction SMILES: [CH3:1][Si:2]([C:5]#[CH:6])([CH3:4])[CH3:3].[Li]CCCC.[F:12][CH2:13][C:14](OCC)=[O:15].B(F)(F)F.[Cl-].[NH4+]>O1CCCC1.CCCCCC>[F:12][CH2:13][C:14](=[O:15])[C:6]#[C:5][Si:2]([CH3:4])([CH3:3])[CH3:1] |f:4.5|. Procedure: 49.1 g (499 mmol) of trimethylsilyl acetylene was dissolved in 250 mL of anhydrous tetrahydrofuran, and the inner temperature was lowered to about −55° C., and then 210 mL (525 mmol) of 2.5 M n-BuLi in n-hexane was added thereto over about 25 minutes with maintaining the inner temperature below −30° C. After stirring for about 40 minutes, 52.9 g (499 mmol) of ethyl fluoroacetate was added to the reaction mixture over 5 minutes with maintaining the inner temperature below −25° C., and then 74.4 g...